From a dataset of the Open Reaction Database (ORD), a public repository of structured organic reaction records. describe an organic reaction: reactants, conditions, products, and yield The reactants are C(C)(=O)NC1=C(OCCBr)C=CC(=C1)[N+](=O)[O-] (1-(2-acetamido-4-nitrophenoxy)-2-bromoethane), ( 2 ), [I-].[K+] (potassium iodide), COC=1C=C(C=CC1OC)CCNC (2-(3,4-dimethoxyphenyl)-N-methylethylamine). The solvent is CN(C=O)C (dimethylformamide). Conditions: temperature 70 celsius, time 1.5 hour. Product: C(C)(=O)NC1=C(OCCN(C)CCC2=CC(=C(C=C2)OC)OC)C=CC(=C1)[N+](=O)[O-] (1-(2-acetamido-4-nitrophenoxy)-2-[N-(3,4-dimethoxyphenethyl)-N-methylamino]ethane). Reaction SMILES: [C:1]([NH:4][C:5]1[CH:14]=[C:13]([N+:15]([O-:17])=[O:16])[CH:12]=[CH:11][C:6]=1[O:7][CH2:8][CH2:9]Br)(=[O:3])[CH3:2].[I-].[K+].[CH3:20][O:21][C:22]1[CH:23]=[C:24]([CH2:30][CH2:31][NH:32][CH3:33])[CH:25]=[CH:26][C:27]=1[O:28][CH3:29]>CN(C)C=O>[C:1]([NH:4][C:5]1[CH:14]=[C:13]([N+:15]([O-:17])=[O:16])[CH:12]=[CH:11][C:6]=1[O:7][CH2:8][CH2:9][N:32]([CH2:31][CH2:30][C:24]1[CH:25]=[CH:26][C:27]([O:28][CH3:29])=[C:22]([O:21][CH3:20])[CH:23]=1)[CH3:33])(=[O:3])[CH3:2] |f:1.2|. Reported procedure: A portion (440 mg, 1.46 mmol) of the 1-(2-acetamido-4-nitrophenoxy)-2-bromoethane produced in (2) above was dissolved in dimethylformamide (5 ml) and, thereafter, potassium iodide (267 mg, 1.608 mmol) and 2-(3,4-dimethoxyphenyl)-N-methylethylamine (0.81 ml, 4.36 mmol) were added to the solution, which was stirred at 70° C. for 1.5 h. Thereafter, the solvent was evaporated from the reaction mixture and the residue was subjected to extraction with ethyl acetate. The organic layer was washed with w... The reactants are CNC(=O)C1CN(C1)C(C1=CC=CC=C1)C1=CC=CC=C1 (1-benzhydrylazetidine-3-carboxylic acid methylamide), Cl (hydrochloric acid). The reagents and catalysts are [C+4].[OH-].[Pd+2].[OH-].[OH-].[OH-].[OH-].[OH-] (palladium hydroxide carbon). Run in CO (methanol). Reaction conditions: time 5 hour. Yields the product Cl.CNC(=O)C1CNC1 (azetidine-3-carboxylic acid methylamide hydrochloride). RXN SMILES: [CH3:1][NH:2][C:3]([CH:5]1[CH2:8][N:7](C(C2C=CC=CC=2)C2C=CC=CC=2)[CH2:6]1)=[O:4].[ClH:22]>CO.[C+4].[OH-].[Pd+2].[OH-].[OH-].[OH-].[OH-].[OH-]>[ClH:22].[CH3:1][NH:2][C:3]([CH:5]1[CH2:8][NH:7][CH2:6]1)=[O:4] |f:3.4.5.6.7.8.9.10,11.12|. Procedure: To a solution of crude 1-benzhydrylazetidine-3-carboxylic acid methylamide (2.72 g) in methanol (200 ml) were added hydrochloric acid (3.0 ml) and 20% palladium hydroxide carbon (1.0 g), followed by stirring under hydrogen atmosphere (0.40 MPa) for 5 hours. The reaction mixture was filtered to remove the catalyst, which was washed with methanol, and the filtrate was concentrated. To the resultant residue was added hexane, allowed to stand for a while, the supernatant was removed using a pipette.... Reactants: Nc1ccc(-c2csc(NC(=O)C3CCCN3C(=O)OCc3ccccc3)n2)cc1, C1COCCO1, C[Si](C)(C)N=C=O. The product is NC(=O)Nc1ccc(-c2csc(NC(=O)C3CCCN3C(=O)OCc3ccccc3)n2)cc1. Reaction SMILES: [CH2:1]([c:2]1[cH:3][cH:4][cH:5][cH:6][cH:7]1)[O:8][C:9](=[O:10])[N:11]1[CH:12]([C:16]([NH:17][c:18]2[s:19][cH:20][c:21](-[c:23]3[cH:24][cH:25][c:26]([NH2:29])[cH:27][cH:28]3)[n:22]2)=[O:30])[CH2:13][CH2:14][CH2:15]1.[O:38]1[CH2:39][CH2:40][O:41][CH2:42][CH2:43]1.[Si:31]([CH3:32])([CH3:33])([CH3:34])[N:35]=[C:36]=[O:37]>>[CH2:1]([c:2]1[cH:3][cH:4][cH:5][cH:6][cH:7]1)[O:8][C:9](=[O:10])[N:11]1[CH:12]([C:16]([NH:17][c:18]2[s:19][cH:20][c:21](-[c:23]3[cH:24][cH:25][c:26]([NH:29][C:36]([NH2:35])=[O:37])[cH:27][cH:28]3)[n:22]2)=[O:30])[CH2:13][CH2:14][CH2:15]1. Starting materials: CC(C)(C)OC(=O)NCCCO, CCCCP(CCCC)CCCC, Oc1cccc2c(Cl)nccc12, CN(C)C(=O)N=NC(=O)N(C)C, C1CCOC1. Product: CC(C)(C)OC(=O)NCCCOc1cccc2c(Cl)nccc12. RXN SMILES: [C:13]([CH3:14])([CH3:15])([CH3:16])[O:17][C:18]([NH:19][CH2:20][CH2:21][CH2:22][OH:23])=[O:24].[CH2:37]([P:38]([CH2:39][CH2:40][CH2:41][CH3:42])[CH2:43][CH2:44][CH2:45][CH3:46])[CH2:47][CH2:48][CH3:49].[Cl:1][c:2]1[n:3][cH:4][cH:5][c:6]2[c:7]([OH:12])[cH:8][cH:9][cH:10][c:11]12.[N:25]([C:26]([N:27]([CH3:28])[CH3:29])=[O:30])=[N:31][C:32]([N:33]([CH3:34])[CH3:35])=[O:36].[O:50]1[CH2:51][CH2:52][CH2:53][CH2:54]1>>[Cl:1][c:2]1[n:3][cH:4][cH:5][c:6]2[c:7]([O:12][CH2:22][CH2:21][CH2:20][NH:19][C:18]([O:17][C:13]([CH3:14])([CH3:15])[CH3:16])=[O:24])[cH:8][cH:9][cH:10][c:11]12. Solvent: CO (MeOH), [Cl-].[Na+].O (brine). Procedure details: To a stirred solution of 8-fluoro-1-{[(1R,2R)-2-methyl-4-oxocyclohexyl]amino}-5H-pyrido[4,3-b]indole-4-carbonitrile (7.23 g, 21.5 mmol) in MeOH (100 mL) was added sodium borohydride (1.63 g, 43.0 mmol) at 0° C. The reaction mixture was left to stir at room temperature for 1 h, treated with aqueous ammonium chloride and brine, and extracted with EtOAc. The combined organics were dried (sodium sulfate), and concentrated. The diastereomers were separated by flash chromatography to afford the title ... The product is FC1=CC=2C3=C(NC2C=C1)C(=CN=C3N[C@H]3[C@@H](C[C@@H](CC3)O)C)C#N (8-Fluoro-1-{[(1R,2R,4R)-4-hydroxy-2-methylcyclohexyl]amino}-5H-pyrido[4,3-b]indole-4-carbonitrile). The reactants are FC1=CC=2C3=C(NC2C=C1)C(=CN=C3N[C@H]3[C@@H](CC(CC3)=O)C)C#N (8-fluoro-1-{[(1R,2R)-2-methyl-4-oxocyclohexyl]amino}-5H-pyrido[4,3-b]indole-4-carbonitrile), [BH4-].[Na+] (sodium borohydride), [Cl-].[NH4+] (ammonium chloride). As a reaction SMILES: [F:1][C:2]1[CH:10]=[CH:9][C:8]2[NH:7][C:6]3[C:11]([C:24]#[N:25])=[CH:12][N:13]=[C:14]([NH:15][C@@H:16]4[CH2:21][CH2:20][C:19](=[O:22])[CH2:18][C@H:17]4[CH3:23])[C:5]=3[C:4]=2[CH:3]=1.[BH4-].[Na+].[Cl-].[NH4+]>CO.[Cl-].[Na+].O>[F:1][C:2]1[CH:10]=[CH:9][C:8]2[NH:7][C:6]3[C:11]([C:24]#[N:25])=[CH:12][N:13]=[C:14]([NH:15][C@@H:16]4[CH2:21][CH2:20][C@@H:19]([OH:22])[CH2:18][C@H:17]4[CH3:23])[C:5]=3[C:4]=2[CH:3]=1 |f:1.2,3.4,6.7.8|. Conditions: time 1 hour. Starting materials: CC(C)(C)OC(=O)NCc1ccc(CC2CCCCC2)nc1, CCCCCC, CCOC(C)=O, Cl, C1COCCO1. The product is NCc1ccc(CC2CCCCC2)nc1. As a reaction SMILES: [C:2]([O:3][C:4](=[O:5])[NH:9][CH2:10][c:11]1[cH:12][n:13][c:14]([CH2:17][CH:18]2[CH2:19][CH2:20][CH2:21][CH2:22][CH2:23]2)[cH:15][cH:16]1)([CH3:6])([CH3:7])[CH3:8].[CH3:24][CH2:25][CH2:26][CH2:27][CH2:28][CH3:29].[CH3:36][CH2:37][O:38][C:39]([CH3:40])=[O:41].[ClH:1].[O:30]1[CH2:31][CH2:32][O:33][CH2:34][CH2:35]1>>[NH2:9][CH2:10][c:11]1[cH:12][n:13][c:14]([CH2:17][CH:18]2[CH2:19][CH2:20][CH2:21][CH2:22][CH2:23]2)[cH:15][cH:16]1. Reactants: O (water), C(C)(=O)OCC (ethyl acetate), C(C)S[C@H]1[C@@H](C(N1)=O)NC(COC1=CC=CC=C1)=O ((3R,4S)-4-ethylthio-3-phenoxyacetamido-2-oxoazetidine), OO (hydrogen peroxide), OO (hydrogen peroxide). Solvent: CO (methanol). Conditions: time 4 hour. Yields the product C(C)S(=O)[C@H]1[C@@H](C(N1)=O)NC(COC1=CC=CC=C1)=O ((3R,4S)-4-ethylsulfinyl-3-phenoxyacetamido-2-oxoazetidine). As a reaction SMILES: [CH2:1]([S:3][C@@H:4]1[NH:7][C:6](=[O:8])[C@H:5]1[NH:9][C:10](=[O:19])[CH2:11][O:12][C:13]1[CH:18]=[CH:17][CH:16]=[CH:15][CH:14]=1)[CH3:2].OO.O.C(OCC)(=[O:25])C>CO>[CH2:1]([S:3]([C@@H:4]1[NH:7][C:6](=[O:8])[C@H:5]1[NH:9][C:10](=[O:19])[CH2:11][O:12][C:13]1[CH:18]=[CH:17][CH:16]=[CH:15][CH:14]=1)=[O:25])[CH3:2]. Reported procedure: To a solution of 0.224 g of (3R,4S)-4-ethylthio-3-phenoxyacetamido-2-oxoazetidine in 3 ml of methanol is added 0.16 ml of 30% aqueous hydrogen peroxide and the mixture is stirred at room temperature for 4 hours. Then, 0.1 ml of 30% aqueous hydrogen peroxide is added, and the mixture is further stirred for 4 hours, followed by addition of 10 ml of water Extraction is carried out with ethyl acetate. The organic layer is washed with water, dried over magnesium sulfate and concentrated under reduced... The reactants are CN(C)CC1=C(C=CC(=C1)C(=O)O)C1=C(C=CC=C1)C (2-[(dimethylamino)methyl]-2′-methylbiphenyl-4-carboxylic acid), ON=C(N)C1=CC(=CC=C1)S(=O)(=O)C (N′-hydroxy-3-(methylsulfonyl)benzenecarboximidamide). Product: CN(CC1=C(C=CC(=C1)C1=NC(=NO1)C1=CC(=CC=C1)S(=O)(=O)C)C1=C(C=CC=C1)C)C (N,N-dimethyl-1-(2′-methyl-4-{3-[3-(methylsulfonyl)phenyl]-1,2,4-oxadiazol-5-yl}biphenyl-2-yl)methanamine). RXN SMILES: [CH3:1][N:2]([CH2:4][C:5]1[CH:10]=[C:9]([C:11]([OH:13])=O)[CH:8]=[CH:7][C:6]=1[C:14]1[CH:19]=[CH:18][CH:17]=[CH:16][C:15]=1[CH3:20])[CH3:3].O[N:22]=[C:23]([C:25]1[CH:30]=[CH:29][CH:28]=[C:27]([S:31]([CH3:34])(=[O:33])=[O:32])[CH:26]=1)[NH2:24]>>[CH3:3][N:2]([CH3:1])[CH2:4][C:5]1[CH:10]=[C:9]([C:11]2[O:13][N:24]=[C:23]([C:25]3[CH:30]=[CH:29][CH:28]=[C:27]([S:31]([CH3:34])(=[O:33])=[O:32])[CH:26]=3)[N:22]=2)[CH:8]=[CH:7][C:6]=1[C:14]1[CH:19]=[CH:18][CH:17]=[CH:16][C:15]=1[CH3:20]. Procedure: The title compound was prepared following the general procedure 3 starting from Intermediate 8 and Intermediate 19 and was isolated as a white powder. 1H NMR (DMSO-d6, 300 MHz) δ 8.59 (t, J=1.7 Hz, 1H), 8.47 (m, 1H), 8.43 (d, J=1.6 Hz, 1H), 8.21 (m, 1H), 8.15 (dd, J=1.9, 7.9 Hz, 1H), 7.92 (t, J=7.9 Hz, 1H), 7.40 (d, J=8.0 Hz, 1H), 7.35-7.26 (m, 3H), 7.11 (d, J=7.1 Hz, 1H), 3.35 (s, 3H), 3.19 (brs, 2H), 2.09 (s, 6H), 2.02 (s, 3H). LC/MS (Method B): 448.3 (M+H)+. HPLC (Method A) Rt 3.51 min (Purit... Starting materials: [H-].[Na+] (Sodium hydride), O (water), C(C)OC(=O)C(C(=O)OCC)CCC1=CC=C(C=C1)CCCCCCCC (ethyl 2-ethoxycarbonyl-4-(4-octylphenyl)-butyrate), [N+](=O)([O-])C1=C(C=CC(=C1)[N+](=O)[O-])ON (O-(2,4-Dinitrophenyl)hydroxyl-amine). The solvent is CN(C=O)C (dimethyl-formamide). Reaction conditions: time 2 hour. The product is NC(C(=O)OCC)(CCC1=CC=C(C=C1)CCCCCCCC)C(=O)OCC (Ethyl 2-amino-2-ethoxycarbonyl-4-(4-octylphenyl)-butyrate). Isolated yield 133.8%. RXN SMILES: [H-].[Na+].[CH2:3]([O:5][C:6]([CH:8]([CH2:14][CH2:15][C:16]1[CH:21]=[CH:20][C:19]([CH2:22][CH2:23][CH2:24][CH2:25][CH2:26][CH2:27][CH2:28][CH3:29])=[CH:18][CH:17]=1)[C:9]([O:11][CH2:12][CH3:13])=[O:10])=[O:7])[CH3:4].[N+:30](C1C=C([N+]([O-])=O)C=CC=1ON)([O-])=O.O>CN(C)C=O>[NH2:30][C:8]([C:9]([O:11][CH2:12][CH3:13])=[O:10])([CH2:14][CH2:15][C:16]1[CH:17]=[CH:18][C:19]([CH2:22][CH2:23][CH2:24][CH2:25][CH2:26][CH2:27][CH2:28][CH3:29])=[CH:20][CH:21]=1)[C:6]([O:5][CH2:3][CH3:4])=[O:7] |f:0.1|. Procedure details: 60% Sodium hydride (0.38 g) was suspended in dry dimethyl-formamide (30 ml) and ethyl 2-ethoxycarbonyl-4-(4-octylphenyl)-butyrate (3.0 g) was added thereto. The mixture was stirred at room temperature for 2 hours. O-(2,4-Dinitrophenyl)hydroxyl-amine (1.14 g) was added thereto and the mixture was stirred at room temperature for 5 hours. The reaction mixture was poured into cool water and extracted with toluene. The extract was washed with aqueous sodium chloride and dried over magnesium sulfate. ... Starting materials: N12C[C@@H](C(CC1)CC2)NC(=O)C=2OC1=C(C2)C=CC=C1C1=C(C=CC=C1)OC (N-[(3R)-1-Azabicyclo[2.2.2]oct-3-yl]-7-[2-(methoxy)phenyl]-1-benzofuran-2-carboxamide), C(\C=C\C(=O)O)(=O)O (fumaric acid). Solvent: CC(=O)C (acetone), C(C)(C)O (isopropanol). Conditions: temperature 50 celsius, time 30 minute. Product: C(\C=C\C(=O)O)(=O)O.N12C[C@@H](C(CC1)CC2)NC(=O)C=2OC1=C(C2)C=CC=C1C1=C(C=CC=C1)OC (N-[(3R)-1-Azabicyclo[2.2.2]oct-3-yl]-7-(2-methoxyphenyl)-1-benzofuran-2-carboxamide fumarate). Reaction SMILES: [N:1]12[CH2:8][CH2:7][CH:4]([CH2:5][CH2:6]1)[C@@H:3]([NH:9][C:10]([C:12]1[O:13][C:14]3[C:20]([C:21]4[CH:26]=[CH:25][CH:24]=[CH:23][C:22]=4[O:27][CH3:28])=[CH:19][CH:18]=[CH:17][C:15]=3[CH:16]=1)=[O:11])[CH2:2]2.[C:29]([OH:36])(=[O:35])/[CH:30]=[CH:31]/[C:32]([OH:34])=[O:33]>CC(C)=O.C(O)(C)C>[C:29]([OH:36])(=[O:35])/[CH:30]=[CH:31]/[C:32]([OH:34])=[O:33].[N:1]12[CH2:6][CH2:5][CH:4]([CH2:7][CH2:8]1)[C@@H:3]([NH:9][C:10]([C:12]1[O:13][C:14]3[C:20]([C:21]4[CH:26]=[CH:25][CH:24]=[CH:23][C:22]=4[O:27][CH3:28])=[CH:19][CH:18]=[CH:17][C:15]=3[CH:16]=1)=[O:11])[CH2:2]2 |f:4.5|. Procedure details: 95.9 mg (0.25 mmol) of N-[(3R)-1-azabicyclo[2.2.2]oct-3-yl]-7-(2-methoxyphenyl)-1-benzofuran-2-carboxamide (Example 130) are dissolved in 1.5 ml of acetone. After addition of 29.6 mg (0.25 mmol) of fumaric acid in 1 ml of hot isopropanol, the mixture is stirred at 50° C. for 30 min and then concentrated, and the residue is dried under high vacuum. 124.2 mg (99% of theory) of the title compound are obtained.